From a dataset of the Open Reaction Database (ORD), a public repository of structured organic reaction records. describe an organic reaction: reactants, conditions, products, and yield Starting materials: FC1=C(OC=2C=C(C(=O)Cl)C=CC2[N+](=O)[O-])C=CC(=C1)F (3-(2,4-difluorophenoxy)-4-nitrobenzoyl chloride), CN (methylamine). Solvent: CCOCC (ether), O (water), CCOCC (ether). Run at temperature 5 celsius, time 30 minute. The product is CNC(C1=CC(=C(C=C1)[N+](=O)[O-])OC1=C(C=C(C=C1)F)F)=O (N-methyl-3-(2,4-difluorophenoxy)-4-nitrobenzamide). Reaction SMILES: [F:1][C:2]1[CH:20]=[C:19]([F:21])[CH:18]=[CH:17][C:3]=1[O:4][C:5]1[CH:6]=[C:7]([CH:11]=[CH:12][C:13]=1[N+:14]([O-:16])=[O:15])[C:8](Cl)=[O:9].[CH3:22][NH2:23]>CCOCC.O>[CH3:22][NH:23][C:8](=[O:9])[C:7]1[CH:11]=[CH:12][C:13]([N+:14]([O-:16])=[O:15])=[C:5]([O:4][C:3]2[CH:17]=[CH:18][C:19]([F:21])=[CH:20][C:2]=2[F:1])[CH:6]=1. Procedure details: A solution of 3-(2,4-difluorophenoxy)-4-nitrobenzoyl chloride (1.1 g) in dry ether (15 ml) was added dropwise to a stirred mixture of methylamine (40% in water; 2 ml) in water (8 ml) and ether (5 ml) at 5° to 8° C. The mixture was stirred for 30 minutes at 5° C. and for 30 minutes at room temperature. Precipitates in the mixture were filtered and washed with water and ether successively to give pale brown crystals of N-methyl-3-(2,4-difluorophenoxy)-4-nitrobenzamide (0.88 g). Reactants: CN1C(OC2=C1C=CC(=C2)C(CCN2CCN(CC2)C2=CC(=CC=C2)C(F)(F)F)O)=O (3-methyl-6-{3-[4-(3-trifluoromethylphenyl)-1-piperazinyl]-1-hydroxypropyl}benzoxazolinone). Run in Br (hydrobromic acid). Reaction conditions: time 2 hour. The product is CN1C(OC2=C1C=CC(=C2)C=CCN2CCN(CC2)C2=CC(=CC=C2)C(F)(F)F)=O (3-Methyl-6-{3-[4-(3-trifluoromethylphenyl)-1-piperazinyl]-1-propenyl}benzoxazolinone). Reaction SMILES: [CH3:1][N:2]1[C:6]2[CH:7]=[CH:8][C:9]([CH:11](O)[CH2:12][CH2:13][N:14]3[CH2:19][CH2:18][N:17]([C:20]4[CH:25]=[CH:24][CH:23]=[C:22]([C:26]([F:29])([F:28])[F:27])[CH:21]=4)[CH2:16][CH2:15]3)=[CH:10][C:5]=2[O:4][C:3]1=[O:31]>Br>[CH3:1][N:2]1[C:6]2[CH:7]=[CH:8][C:9]([CH:11]=[CH:12][CH2:13][N:14]3[CH2:15][CH2:16][N:17]([C:20]4[CH:25]=[CH:24][CH:23]=[C:22]([C:26]([F:29])([F:28])[F:27])[CH:21]=4)[CH2:18][CH2:19]3)=[CH:10][C:5]=2[O:4][C:3]1=[O:31]. Reported procedure: 0.015 mole of 3-methyl-6-{3-[4-(3-trifluoromethylphenyl)-1-piperazinyl]-1-hydroxypropyl}benzoxazolinone is dissolved in 47% strength hydrobromic acid in a 250-cm3 flask, and the solution is stirred at room temperature for 2 hours. The precipitate obtained is drained, washed with acetone, suspended in water and alkalinized with sodium hydroxide. The mixture is extracted several times with chloroform, the organic phases are combined and dried over calcium chloride, filtered and evaporated to dryne... Reactants: C(=O)([O-])[O-].[K+].[K+] (K2CO3), N([C@@H](CC(OCC1=CC=CC=C1)=O)C(=O)O)C(=O)OC(C)(C)C (Boc-Asp(OBn)-OH), CI (MeI). Solvent: CN(C)C=O (DMF). Reaction conditions: temperature 0 celsius, time 30 minute. Product: N([C@@H](CC(OCC1=CC=CC=C1)=O)C(=O)OC)C(=O)OC(C)(C)C (Boc-Asp(OBn)-OMe). Yield: 96.3%. RXN SMILES: [NH:1]([C:17]([O:19][C:20]([CH3:23])([CH3:22])[CH3:21])=[O:18])[C@H:2]([C:14]([OH:16])=[O:15])[CH2:3][C:4](=[O:13])[O:5][CH2:6][C:7]1[CH:12]=[CH:11][CH:10]=[CH:9][CH:8]=1.[C:24]([O-])([O-])=O.[K+].[K+].CI>CN(C=O)C>[NH:1]([C:17]([O:19][C:20]([CH3:23])([CH3:22])[CH3:21])=[O:18])[C@H:2]([C:14]([O:16][CH3:24])=[O:15])[CH2:3][C:4](=[O:13])[O:5][CH2:6][C:7]1[CH:12]=[CH:11][CH:10]=[CH:9][CH:8]=1 |f:1.2.3|. Procedure details: Boc-Asp(OBn)-OH 2.4 g (1 equiv, 7.45 mmol) was dissolved in 17 mL of dry DMF in a 100 mL round-bottom flask. Finely ground K2CO3 (1.5 g, 11 mmol) was added to the solution to form a suspension. The mixture was cooled to 0° C. in an ice-bath over five minutes. MeI (1 mL, 15 mmol) was then added to the mixture over 20 seconds under a positive flow of nitrogen. A yellow color developed within 30 min. The resulting mixture was stirred for 3 hours. The ice-bath was removed and 25 mL of water were add... The product is NC=1SC=C(N1)C(C(=O)NC1[C@@H]2N(C(=C(C(S2)C)C)C(=O)O)C1=O)=NOC (7-{2-(2-amino-4-thiazolyl)-2-methoxyiminoacetamido}-2,3-dimethyl-3-cephem-4-carboxylic acid). Yield: 22.9%. Reported procedure: 7-[2-{2-(2,2,2-Trifluoroacetamido)-4-thiazolyl}-2-methoxyiminoacetamido]-2,3-dimethyl-3-cephem-4-carboxylic acid (syn isomer, 0.86 g.) was dissolved in an aqueous solution (9 ml.) containing sodium acetate trihydrate (2.3 g.), and the solution was stirred at room temperature for 19 hours. After removing the insoluble substance from the resultant mixture by filtration, the filtrate was adjusted to around pH 2.5 with 10% hydrochloric acid under ice-cooling. The precipitates were collected by filtr... RXN SMILES: FC(F)(F)C([NH:5][C:6]1[S:7][CH:8]=[C:9]([C:11](=[N:29][O:30][CH3:31])[C:12]([NH:14][CH:15]2[C:27](=[O:28])[N:17]3[C:18]([C:24]([OH:26])=[O:25])=[C:19]([CH3:23])[CH:20]([CH3:22])[S:21][C@H:16]23)=[O:13])[N:10]=1)=O.O.O.O.C([O-])(=O)C.[Na+]>>[NH2:5][C:6]1[S:7][CH:8]=[C:9]([C:11](=[N:29][O:30][CH3:31])[C:12]([NH:14][CH:15]2[C:27](=[O:28])[N:17]3[C:18]([C:24]([OH:26])=[O:25])=[C:19]([CH3:23])[CH:20]([CH3:22])[S:21][C@H:16]23)=[O:13])[N:10]=1 |f:1.2.3.4.5|. Run at time 19 hour. The reactants are FC(C(=O)NC=1SC=C(N1)C(C(=O)NC1[C@@H]2N(C(=C(C(S2)C)C)C(=O)O)C1=O)=NOC)(F)F (7-[2-{2-(2,2,2-Trifluoroacetamido)-4-thiazolyl}-2-methoxyiminoacetamido]-2,3-dimethyl-3-cephem-4-carboxylic acid), O.O.O.C(C)(=O)[O-].[Na+] (sodium acetate trihydrate).